This data is from the Open Reaction Database (ORD), a public repository of structured organic reaction records. The task is: describe an organic reaction: reactants, conditions, products, and yield Reactants: O.[OH-].[Li+] (Lithium hydroxide mono-hydrate), Cl (HCl), FC(C(=O)O)(F)F (Trifluoroacetic acid), COC([C@@H](NC(=O)OC(C)(C)C)CC1=CC(=CC=C1)OCCC1=CC2=CC=CC=C2C=C1)=O (N-t-butoxycarbonyl-3-[2-(2-naphthyl)ethoxy]-L-phenylalanine methyl ester). The solvent is O (water), C(Cl)Cl (methylene chloride), O (water). Conditions: time 30 minute. The product is C1=C(C=CC2=CC=CC=C12)CCOC=1C=C(C[C@H](N)C(=O)O)C=CC1 (3-[2-(2-naphthyl)ethoxy]-L-phenylalanine). Isolated yield 59.0%. RXN SMILES: FC(F)(F)C(O)=O.C[O:9][C:10](=[O:40])[C@H:11]([CH2:20][C:21]1[CH:26]=[CH:25][CH:24]=[C:23]([O:27][CH2:28][CH2:29][C:30]2[CH:39]=[CH:38][C:37]3[C:32](=[CH:33][CH:34]=[CH:35][CH:36]=3)[CH:31]=2)[CH:22]=1)[NH:12]C(OC(C)(C)C)=O.O.[OH-].[Li+].Cl>C(Cl)Cl.O>[CH:31]1[C:32]2[C:37](=[CH:36][CH:35]=[CH:34][CH:33]=2)[CH:38]=[CH:39][C:30]=1[CH2:29][CH2:28][O:27][C:23]1[CH:22]=[C:21]([CH:26]=[CH:25][CH:24]=1)[CH2:20][C@@H:11]([C:10]([OH:40])=[O:9])[NH2:12] |f:2.3.4|. Procedure: Trifluoroacetic acid (3 ml) was added to a solution of N-t-butoxycarbonyl-3-[2-(2-naphthyl)ethoxy]-L-phenylalanine methyl ester (125 mg, 0.278 mmol) in methylene chloride (3 ml) under ice cooling and the mixture was stirred at the same temperature for 30 min. The solvent of the reaction mixture was distilled off at room temperature under reduced pressure. The residue was triturated with n-hexane and collected by filtration. The resultant solid was dissolved in tetrahydrofuran (1.2 ml)-water (0.6... Reactants: O=C1N(C(C2=CC=CC=C12)=O)[C@H](CN1N=C(C=C1)C1=CC(=C(C#N)C=C1)C)C ((S)-4-(1-(2-(1,3-dioxoisoindolin-2-yl)propyl)-1H-pyrazol-3-yl)-2-methylbenzonitrile), O.NN (hydrazine hydrate). Yields the product N[C@H](CN1N=C(C=C1)C1=CC(=C(C#N)C=C1)C)C ((S)-4-(1-(2-aminopropyl)-1H-pyrazol-3-yl)-2-methylbenzonitrile). The yield is 18.9%. Reaction SMILES: O=C1C2C(=CC=CC=2)C(=O)[N:3]1[C@@H:12]([CH3:28])[CH2:13][N:14]1[CH:18]=[CH:17][C:16]([C:19]2[CH:26]=[CH:25][C:22]([C:23]#[N:24])=[C:21]([CH3:27])[CH:20]=2)=[N:15]1.O.NN>>[NH2:3][C@@H:12]([CH3:28])[CH2:13][N:14]1[CH:18]=[CH:17][C:16]([C:19]2[CH:26]=[CH:25][C:22]([C:23]#[N:24])=[C:21]([CH3:27])[CH:20]=2)=[N:15]1 |f:1.2|. Reported procedure: (S)-4-(1-(2-(1,3-dioxoisoindolin-2-yl)propyl)-1H-pyrazol-3-yl)-2-methylbenzonitrile (481 mg, 1.3 mmol) was treated with hydrazine hydrate using the method of Example 27(b). Crude product was purified by chromatography (CombiFlash, silica column, eluent: 0-20% MeOH/DCM) to obtain 59 mg (19%) of the title compound. 1H-NMR (400 MHz; d6-DMSO): δ 0.96 (d, 3H), 2.52 (s, 3H), 3.23 (m, 1H), 4.00 (m, 2H), 6.85 (d, 1H), 7.77 (m, 2H), 7.81 (d, 1H), 7.89 (m, 1H). Starting materials: [Br-], CC[Mg+], COC(=O)c1ccn2nc(C=O)n(Cc3ccccc3)c(=O)c12, ClCCl. Product: CCC(O)c1nn2ccc(C(=O)OC)c2c(=O)n1Cc1ccccc1. As a reaction SMILES: [Br-:1].[CH2:2]([CH3:3])[Mg+:4].[CH3:5][O:6][C:7](=[O:8])[c:9]1[cH:10][cH:11][n:12]2[n:13][c:14]([CH:26]=[O:27])[n:15]([CH2:19][c:20]3[cH:21][cH:22][cH:23][cH:24][cH:25]3)[c:16](=[O:18])[c:17]12.[Cl:28][CH2:29][Cl:30]>>[CH2:2]([CH3:3])[CH:26]([c:14]1[n:13][n:12]2[cH:11][cH:10][c:9]([C:7]([O:6][CH3:5])=[O:8])[c:17]2[c:16](=[O:18])[n:15]1[CH2:19][c:20]1[cH:21][cH:22][cH:23][cH:24][cH:25]1)[OH:27]. The reactants are C(C)(C)C=1C(NC(NC1C(C1=CC(=CC(=C1)C)C)=O)=O)=O (5-Isopropyl-6-(3,5-dimethylbenzoyl)-2,4-pyrimidinedione), BrCC(CC)=O (1-bromo-2-butanone). Product: C(C(CC)=O)N1C(NC(C(=C1C(C1=CC(=CC(=C1)C)C)=O)C(C)C)=O)=O (1-(2-Butanon-1-yl)-5-isopropyl-6-(3,5-dimethylbenzoyl)-2,4-pyrimidinedione). The yield is 55.0%. As a reaction SMILES: [CH:1]([C:4]1[C:5](=[O:21])[NH:6][C:7](=[O:20])[NH:8][C:9]=1[C:10](=[O:19])[C:11]1[CH:16]=[C:15]([CH3:17])[CH:14]=[C:13]([CH3:18])[CH:12]=1)([CH3:3])[CH3:2].Br[CH2:23][C:24](=[O:27])[CH2:25][CH3:26]>>[CH2:23]([N:8]1[C:9]([C:10](=[O:19])[C:11]2[CH:12]=[C:13]([CH3:18])[CH:14]=[C:15]([CH3:17])[CH:16]=2)=[C:4]([CH:1]([CH3:3])[CH3:2])[C:5](=[O:21])[NH:6][C:7]1=[O:20])[C:24](=[O:27])[CH2:25][CH3:26]. Procedure: 5-Isopropyl-6-(3,5-dimethylbenzoyl)-2,4-pyrimidinedione and 1-bromo-2-butanone were reacted by the same way with the example 1 to obtain the titled compound (196 mg, yield: 55%). The yield is 97.0%. Run at time 15 minute. The solvent is C(Cl)Cl (methylene chloride), C(Cl)Cl (methylene chloride). Yields the product C(C)C1(C(N([C@H]1OC1=CC=C(C=C1)[C@H](C)N(C(COC)=O)C)C(=O)N[C@@H](C1=CC=C(C=C1)C)CCC)=O)CC ((4S)-3,3-Diethyl-4-{(S)-4-[1-(N-methoxyacetyl-methylamino)ethyl]phenoxy}-1-[(R)-α-n-propyl(4-methyl)benzylaminocarbonyl]azetidin-2-one). Procedure details: The residue from Step B was taken up in methylene chloride (150 mL) and cooled in an ice bath and diisopropylethylamine (7.0 mL, 40 mmol) was added. A solution of methoxyacetyl chloride (3.5 gm, 32 mmol) in methylene chloride (20 mL) was added over 10 min. The reaction was stirred another 15 min before it was quenched into a mixture of ice water, 2N hydrochloric acid (40 mL) and methylene chloride. The layers were separated and the aqueous layer was extracted with another portion of methylene ch... Reaction SMILES: [CH2:1]([C:3]1([CH2:33][CH3:34])[C@H:6]([O:7][C:8]2[CH:13]=[CH:12][C:11]([C@@H:14]([NH:16][CH3:17])[CH3:15])=[CH:10][CH:9]=2)[N:5]([C:18]([NH:20][C@H:21]([CH2:29][CH2:30][CH3:31])[C:22]2[CH:27]=[CH:26][C:25]([CH3:28])=[CH:24][CH:23]=2)=[O:19])[C:4]1=[O:32])[CH3:2].C(N(C(C)C)CC)(C)C.[CH3:44][O:45][CH2:46][C:47](Cl)=[O:48]>C(Cl)Cl>[CH2:33]([C:3]1([CH2:1][CH3:2])[C@H:6]([O:7][C:8]2[CH:9]=[CH:10][C:11]([C@@H:14]([N:16]([CH3:17])[C:47](=[O:48])[CH2:46][O:45][CH3:44])[CH3:15])=[CH:12][CH:13]=2)[N:5]([C:18]([NH:20][C@H:21]([CH2:29][CH2:30][CH3:31])[C:22]2[CH:23]=[CH:24][C:25]([CH3:28])=[CH:26][CH:27]=2)=[O:19])[C:4]1=[O:32])[CH3:34]. Reactants: C(C)C1(C(N([C@H]1OC1=CC=C(C=C1)[C@H](C)NC)C(=O)N[C@@H](C1=CC=C(C=C1)C)CCC)=O)CC ((4S)-3,3-Diethyl-4-{(S)-4-[1-methylaminoethyl ]phenoxy}-1-[(R)-α-n-propyl-(4-methyl)benzylaminocarbonyl]azetidin-2-one), C(C)(C)N(CC)C(C)C (diisopropylethylamine), COCC(=O)Cl (methoxyacetyl chloride).